From a dataset of the Open Reaction Database (ORD), a public repository of structured organic reaction records. describe an organic reaction: reactants, conditions, products, and yield The reactants are C=O (paraformaldehyde), Cl.CNC (dimethylamine hydrochloride), C1(=CC=CC=C1)C=1OC2=C(C1C(C)=O)C=C(C=C2)Cl (2-phenyl-3-acetyl-5-chlorobenzofuran). Run in C(C)(C)O (isopropanol). Product: C1(=CC=CC=C1)C=1OC2=C(C1C(CCN(C)C)=O)C=C(C=C2)Cl (2-Phenyl-3-[3-dimethylamino propionyl]-5-chlorobenzofuran). Reaction SMILES: [C:1]1([C:7]2[O:8][C:9]3[CH:18]=[CH:17][C:16]([Cl:19])=[CH:15][C:10]=3[C:11]=2[C:12](=[O:14])[CH3:13])[CH:6]=[CH:5][CH:4]=[CH:3][CH:2]=1.[CH2:20]=O.Cl.[CH3:23][NH:24][CH3:25]>C(O)(C)C>[C:1]1([C:7]2[O:8][C:9]3[CH:18]=[CH:17][C:16]([Cl:19])=[CH:15][C:10]=3[C:11]=2[C:12](=[O:14])[CH2:13][CH2:23][N:24]([CH3:20])[CH3:25])[CH:2]=[CH:3][CH:4]=[CH:5][CH:6]=1 |f:2.3|. Reported procedure: To a solution of 13.5 grams of the 2-phenyl-3-acetyl-5-chlorobenzofuran that was thus prepared in 35 milliliters of isopropanol were added 2.1 grams of paraformaldehyde and 5.7 grams of dimethylamine hydrochloride and the mixture was heated for 16 hours under reflux. The solvent was then evaporated therefrom under vacuum and the residue was taken up in a 5% aqueous solution of hydrochloric acid. The substances that remained undissolved in the hydrochloric acid were extracted therefrom with ethyl...